Dataset: the Open Reaction Database (ORD), a public repository of structured organic reaction records. Task: describe an organic reaction: reactants, conditions, products, and yield Reactants: Cl.C(C)(=O)OCC (Hydrogen chloride ethyl acetate), C1(=CC=CC=C1)C=1N=C(SC1)N(CCC)CC1=CC=C(CNC2=CC=C(C=C2)CCC(=O)O)C=C1 (3-{4-[(4-{[(4-phenyl-1,3-thiazol-2-yl)(propyl)amino]methyl}benzyl)amino]phenyl}propanoic acid). Run in C(C)(=O)OCC (ethyl acetate). Product: Cl.Cl.C1(=CC=CC=C1)C=1N=C(SC1)N(CCC)CC1=CC=C(CNC2=CC=C(C=C2)CCC(=O)O)C=C1 (3-{4-[(4-{[(4-phenyl-1,3-thiazol-2-yl)(propyl)amino]methyl}benzyl)amino]phenyl}propanoic acid dihydrochloride). The yield is 98.0%. As a reaction SMILES: [ClH:1].C(OCC)(=O)C.[C:8]1([C:14]2[N:15]=[C:16]([N:19]([CH2:23][C:24]3[CH:42]=[CH:41][C:27]([CH2:28][NH:29][C:30]4[CH:35]=[CH:34][C:33]([CH2:36][CH2:37][C:38]([OH:40])=[O:39])=[CH:32][CH:31]=4)=[CH:26][CH:25]=3)[CH2:20][CH2:21][CH3:22])[S:17][CH:18]=2)[CH:13]=[CH:12][CH:11]=[CH:10][CH:9]=1>C(OCC)(=O)C>[ClH:1].[ClH:1].[C:8]1([C:14]2[N:15]=[C:16]([N:19]([CH2:23][C:24]3[CH:25]=[CH:26][C:27]([CH2:28][NH:29][C:30]4[CH:31]=[CH:32][C:33]([CH2:36][CH2:37][C:38]([OH:40])=[O:39])=[CH:34][CH:35]=4)=[CH:41][CH:42]=3)[CH2:20][CH2:21][CH3:22])[S:17][CH:18]=2)[CH:9]=[CH:10][CH:11]=[CH:12][CH:13]=1 |f:0.1,4.5.6|. Reported procedure: 4 N Hydrogen chloride/ethyl acetate solution (1.25 mL) was added to a solution of 3-{4-[(4-{[(4-phenyl-1,3-thiazol-2-yl)(propyl)amino]methyl}benzyl)amino]phenyl}propanoic acid (0.496 g, 1.02 mmol) in ethyl acetate (3.75 mL), and the resulting solid was pulverized and washed with ethyl acetate-diethyl ether to give the title compound as pale-yellow crystals (0.558 g, yield 98%). The reactants are C1(CCCCC1)N=C=NC1CCCCC1 (DCC), FMOC-(O-t-Butyl)tyr-val, ON1C(CCC1=O)=O (N-hydroxysuccinimide), C1(CCCCC1)N=C=NC1CCCCC1 (Dicyclohexylcarbodiimide), C(Cl)Cl (methylene chloride). RXN SMILES: [OH:1]N1C(=O)CCC1=O.[CH:9]1([N:15]=[C:16]=[N:17][CH:18]2[CH2:23][CH2:22][CH2:21][CH2:20][CH2:19]2)[CH2:14][CH2:13][CH2:12][CH2:11][CH2:10]1.C(Cl)Cl>C1COCC1>[C:16]([NH:15][CH:9]1[CH2:10][CH2:11][CH2:12][CH2:13][CH2:14]1)([NH:17][CH:18]1[CH2:23][CH2:22][CH2:21][CH2:20][CH2:19]1)=[O:1]. Reported procedure: FMOC-(O-t-Butyl)tyr-val (1.0 gm, 1.8 mMole) and N-hydroxysuccinimide (210 mg, 1.8 mMole) were dissolved in 40 ml THF under nitrogen at 0° C. Dicyclohexylcarbodiimide (DCC) was added as a methylene chloride solution (0.5 M, 3.6 ml, I.8 mMole) and the reaction mixture was incubated for 2 hours with stirring, then stored overnight at 4° C. TLC showed incomplete reaction, so additional DCC was added (0.45 mMole), and the reaction mixture incubated at room temperature for one day. Dicyclohexylurea (D... Run at time 2 hour. Yields the product C(=O)(NC1CCCCC1)NC1CCCCC1 (Dicyclohexylurea). Run in C1CCOC1 (THF). The reactants are ClC1=CC=CC(=N1)CO ((6-chloropyridin-2-yl)methanol), C(C)(C)N(CC)C(C)C (diisopropylethylamine), ClCC(COCC(CCl)[Si](C)(C)C)[Si](C)(C)C (chloromethyl-2-(trimethylsilyl)ethyl ether). Solvent: ClCCl (dichloromethane). Run at temperature 0 celsius, time 3 hour. Product: ClC1=NC(=CC=C1)COCOCC[Si](C)(C)C (2-chloro-6-(2-trimethylsilanyl-ethoxymethoxymethyl)pyridine). Isolated yield 76.6%. As a reaction SMILES: ClCC([Si](C)(C)C)[CH2:4][O:5][CH2:6][CH:7]([Si:10]([CH3:13])([CH3:12])[CH3:11])CCl.[Cl:18][C:19]1[N:24]=[C:23]([CH2:25][OH:26])[CH:22]=[CH:21][CH:20]=1.C(N(C(C)C)CC)(C)C>ClCCl>[Cl:18][C:19]1[CH:20]=[CH:21][CH:22]=[C:23]([CH2:25][O:26][CH2:4][O:5][CH2:6][CH2:7][Si:10]([CH3:11])([CH3:12])[CH3:13])[N:24]=1. Procedure: 3.20 ml of chloromethyl-2-(trimethylsilyl)ethyl ether (18.2 mmol) are added dropwise to a solution containing 2.50 g of (6-chloropyridin-2-yl)methanol (17.4 mmol), 3.30 ml of diisopropylethylamine (19.1 mmol) and 20 ml of dichloromethane cooled to 0° C. maintained under a nitrogen atmosphere. The mixture is stirred for 3 hours at room temperature and then the dichloromethane is evaporated off, the residue is taken up in water, the mixture is extracted with diethyl ether, the organic phase is was... Starting materials: CC(=O)Cl, ClCCl, O=[N+]([O-])c1ccc2c(c1)NCCCC2, [Na+], O=C([O-])O. As a reaction SMILES: [CH3:1][C:2]([Cl:3])=[O:4].[Cl:24][CH2:25][Cl:26].[N+:5](=[O:6])([O-:7])[c:8]1[cH:9][cH:10][c:11]2[c:12]([cH:18]1)[NH:13][CH2:14][CH2:15][CH2:16][CH2:17]2.[Na+:23].[O-:19][C:20]([OH:21])=[O:22]>>[CH3:1][C:2](=[O:4])[N:13]1[c:12]2[c:11]([cH:10][cH:9][c:8]([N+:5](=[O:6])[O-:7])[cH:18]2)[CH2:17][CH2:16][CH2:15][CH2:14]1. Yields the product CC(=O)N1CCCCc2ccc([N+](=O)[O-])cc21. Reactants: CN1N=CC2=CC=C(C=C12)NC=1C2=C(N=C(N1)NC1=CC=C(C(=O)N)C=C1)N(C=C2)S(=O)(=O)C2=CC=C(C)C=C2 (4-(4-(1-methyl-1H-indazol-6-ylamino)-7-tosyl-7H-pyrrolo[2,3-d]pyrimidin-2-ylamino)benzamide), [OH-].[K+] (KOH), CC(=O)O (HOAc). Run in O1CCOCC1 (dioxane). Run at temperature 70 celsius, time 20 hour. Yields the product CN1N=CC2=CC=C(C=C12)NC=1C2=C(N=C(N1)NC1=CC=C(C(=O)N)C=C1)NC=C2 (4-(4-(1-methyl-1H-indazol-6-ylamino)-7H-pyrrolo[2,3-d]pyrimidin-2-ylamino)benzamide). Isolated yield 22.8%. RXN SMILES: [CH3:1][N:2]1[C:10]2[C:5](=[CH:6][CH:7]=[C:8]([NH:11][C:12]3[C:13]4[CH:30]=[CH:29][N:28](S(C5C=CC(C)=CC=5)(=O)=O)[C:14]=4[N:15]=[C:16]([NH:18][C:19]4[CH:27]=[CH:26][C:22]([C:23]([NH2:25])=[O:24])=[CH:21][CH:20]=4)[N:17]=3)[CH:9]=2)[CH:4]=[N:3]1.[OH-].[K+].CC(O)=O>O1CCOCC1>[CH3:1][N:2]1[C:10]2[C:5](=[CH:6][CH:7]=[C:8]([NH:11][C:12]3[C:13]4[CH:30]=[CH:29][NH:28][C:14]=4[N:15]=[C:16]([NH:18][C:19]4[CH:27]=[CH:26][C:22]([C:23]([NH2:25])=[O:24])=[CH:21][CH:20]=4)[N:17]=3)[CH:9]=2)[CH:4]=[N:3]1 |f:1.2|. Reported procedure: To a solution of 4-(4-(1-methyl-1H-indazol-6-ylamino)-7-tosyl-7H-pyrrolo[2,3-d]pyrimidin-2-ylamino)benzamide (12 mg, 0.022 mmol) in dioxane (2 mL), aq. 1N KOH (2 mL, 2.00 mmol) was added. The mixture was stirred at 70° C. for 20 h. HOAc (1.0 mL) was added. The mixture was purified by HPLC to give the titled compound (2 mg). MS 399.2 (M+H) (Compound 23-1). Reactants: resultant solution, [BH4-].[Na+] (sodium borohydride), C1(=CC=CC=C1)S(=O)(=O)CCCOC1=CC=C(C=O)C=C1 (4-(3-benzenesulfonylpropyloxy)benzaldehyde). Solvent: C(C)(=O)OCC (ethyl acetate), Cl (hydrochloric acid), C(C)(=O)OCC (ethyl acetate), C(C)O (ethanol). Run at time 1 hour. Yields the product C1(=CC=CC=C1)S(=O)(=O)CCCOC1=CC=C(CO)C=C1 (4-(3-benzenesulfonylpropyloxy)benzyl alcohol). Isolated yield 82.8%. As a reaction SMILES: [C:1]1([S:7]([CH2:10][CH2:11][CH2:12][O:13][C:14]2[CH:21]=[CH:20][C:17]([CH:18]=[O:19])=[CH:16][CH:15]=2)(=[O:9])=[O:8])[CH:6]=[CH:5][CH:4]=[CH:3][CH:2]=1.[BH4-].[Na+]>C(O)C.C(OCC)(=O)C.Cl>[C:1]1([S:7]([CH2:10][CH2:11][CH2:12][O:13][C:14]2[CH:15]=[CH:16][C:17]([CH2:18][OH:19])=[CH:20][CH:21]=2)(=[O:9])=[O:8])[CH:2]=[CH:3][CH:4]=[CH:5][CH:6]=1 |f:1.2|. Procedure details: 1.8 g of 4-(3-benzenesulfonylpropyloxy)benzaldehyde were dissolved in 30 ml of ethanol, and the resultant solution was further added with 0.11 g of sodium borohydride and then stirred for 1 hour at room temperature. After completed the reaction, the solvent used was removed by distillation under reduced pressure, and the residue obtained was dissolved in a mixture of ethyl acetate and dilute hydrochloric acid. The ethyl acetate layer resulted was then washed with dilute hydrochloric acid, aqueou... Starting materials: [Al+3], C1CCOC1, CCOCC, CCOC(=O)c1cc(-c2ccc(C(C)(c3ccc(OCc4ccccn4)cn3)C(C)C)cc2)on1, [H-], [H-], [H-], [H-], [Li+], [Na+], [OH-]. Product: CC(C)C(C)(c1ccc(-c2cc(CO)no2)cc1)c1ccc(OCc2ccccn2)cn1. RXN SMILES: [Al+3:2].[CH2:44]1[O:45][CH2:46][CH2:47][CH2:48]1.[CH3:49][CH2:50][O:51][CH2:52][CH3:53].[CH3:7][C:8]([CH:9]([CH3:10])[CH3:11])([c:12]1[n:13][cH:14][c:15]([O:18][CH2:19][c:20]2[n:21][cH:22][cH:23][cH:24][cH:25]2)[cH:16][cH:17]1)[c:26]1[cH:27][cH:28][c:29](-[c:32]2[cH:33][c:34]([C:37](=[O:38])[O:39][CH2:40][CH3:41])[n:35][o:36]2)[cH:30][cH:31]1.[H-:1].[H-:4].[H-:5].[H-:6].[Li+:3].[Na+:43].[OH-:42]>>[CH3:7][C:8]([CH:9]([CH3:10])[CH3:11])([c:12]1[n:13][cH:14][c:15]([O:18][CH2:19][c:20]2[n:21][cH:22][cH:23][cH:24][cH:25]2)[cH:16][cH:17]1)[c:26]1[cH:27][cH:28][c:29](-[c:32]2[cH:33][c:34]([CH2:37][OH:38])[n:35][o:36]2)[cH:30][cH:31]1.